This data is from the Open Reaction Database (ORD), a public repository of structured organic reaction records. The task is: describe an organic reaction: reactants, conditions, products, and yield Starting materials: C(C)C=1C=C(C=2C(CCC(C2C1)(C)C)(C)C)O (3-Ethyl-1-hydroxy-5,5,8,8-tetramethyl-5,6,7,8-tetrahydronaphthalene), C(C)(=O)O (acetic acid), C1N2CN3CN1CN(C2)C3 (hexamethylenetetramine), O (water). The solvent is C1(=CC=CC=C1)C (toluene). Conditions: temperature 95 celsius, time 1.5 hour. Yields the product C(C)C=1C(=C(C=2C(CCC(C2C1)(C)C)(C)C)O)C=O (3-ethyl-2-formyl-1-hydroxy-5,5,8,8-tetramethyl-5,6,7,8-tetrahydronaphthalene). RXN SMILES: [CH2:1]([C:3]1[CH:4]=[C:5]([OH:17])[C:6]2[C:7]([CH3:16])([CH3:15])[CH2:8][CH2:9][C:10]([CH3:14])([CH3:13])[C:11]=2[CH:12]=1)[CH3:2].[C:18](O)(=[O:20])C.C1N2CN3CN(C2)CN1C3.O>C1(C)C=CC=CC=1>[CH2:1]([C:3]1[C:4]([CH:18]=[O:20])=[C:5]([OH:17])[C:6]2[C:7]([CH3:16])([CH3:15])[CH2:8][CH2:9][C:10]([CH3:14])([CH3:13])[C:11]=2[CH:12]=1)[CH3:2]. Procedure details: Formylation. 3-Ethyl-1-hydroxy-5,5,8,8-tetramethyl-5,6,7,8-tetrahydronaphthalene (94 g, 0.405 mol) was stirred with glacial acetic acid (670 mL), and hexamethylenetetramine (102.6 g, 0.73 mol) was added in one portion. The mixture was heated at 95° C. for 3 h, hot water (670 mL) added, and the heating was continued for an additional 1.5 h at 100° C. The mixture was cooled to 20° C., toluene (200 mL) was added, and the mixture was stirred vigorously. The organic layer was separated, washed with w... Reactants: FC(C(=O)O)(F)F (Trifluoroacetic acid), C(C)(C)(C)OC(=O)N1[C@@H](COCC1)C(=O)O ((S)-4-(tert-butoxycarbonyl) morpholine-3-carboxylic acid), C(=O)(OCC1C2=CC=CC=C2C2=CC=CC=C12)Cl (FMOC-Cl), C(=O)([O-])[O-].[K+].[K+] (K2CO3), crude residue. Solvent: C(Cl)Cl (CH2Cl2), O1CCOCC1 (dioxane), O (water). Run at time 5 hour. The product is C1=CC=CC=2C3=CC=CC=C3C(C12)COC(=O)N1[C@@H](COCC1)C(=O)O ((S)-4-[{(9H-Fluoren-9-yl)methoxy}carbonyl]morpholine-3-carboxylic acid). The yield is 83.8%. Reaction SMILES: FC(F)(F)C(O)=O.[C:8]([O:12][C:13]([N:15]1[CH2:20][CH2:19][O:18][CH2:17][C@H:16]1[C:21]([OH:23])=[O:22])=[O:14])([CH3:11])(C)C.C(Cl)(OCC1[C:40]2[C:35](=[CH:36][CH:37]=[CH:38][CH:39]=2)[C:34]2[C:29]1=[CH:30][CH:31]=[CH:32][CH:33]=2)=O.C([O-])([O-])=O.[K+].[K+]>C(Cl)Cl.O1CCOCC1.O>[CH:39]1[C:40]2[CH:11]([CH2:8][O:12][C:13]([N:15]3[CH2:20][CH2:19][O:18][CH2:17][C@H:16]3[C:21]([OH:23])=[O:22])=[O:14])[C:29]3[C:34](=[CH:33][CH:32]=[CH:31][CH:30]=3)[C:35]=2[CH:36]=[CH:37][CH:38]=1 |f:3.4.5|. Procedure: Trifluoroacetic acid (10 mL) was added to a solution of (S)-4-(tert-butoxycarbonyl) morpholine-3-carboxylic acid (5.00 g, 21.64 mmol) in CH2Cl2 (40 mL) dropwise at 0° C. and the reaction mixture was stirred at room temperature for 5 h. The reaction mixture was concentrated to dryness and the crude residue (2.80 g, 21.30 mmol) was dissolved in a mixture of dioxane (30 mL) and water (10 mL). The suspension was cooled to 0° C., FMOC-Cl (6.60 g, 25.60 mmol) and K2CO3 (11.60 g, 84.2 mmol) were added,...